Task: describe an organic reaction: reactants, conditions, products, and yield. Dataset: the Open Reaction Database (ORD), a public repository of structured organic reaction records Starting materials: CCNc1nc2cc3c(cc2[n+]([O-])n1)CC(N(C)C)C3, [O-][n+]1nc(Cl)nc2ccc3c(c21)CCC3. The product is CCNc1n[n+]([O-])c2cc3c(cc2[n+]1[O-])CC(N(C)C)C3. As a reaction SMILES: [CH2:1]([CH3:2])[NH:3][c:4]1[n:5][n+:6]([O-:20])[c:7]2[c:8]([n:9]1)[cH:10][c:11]1[c:15]([cH:16]2)[CH2:14][CH:13]([N:17]([CH3:18])[CH3:19])[CH2:12]1.[Cl:21][c:22]1[n:23][n+:24]([O-:35])[c:25]2[c:26]3[c:30]([cH:31][cH:32][c:33]2[n:34]1)[CH2:29][CH2:28][CH2:27]3>>[CH2:1]([CH3:2])[NH:3][c:4]1[n:5][n+:6]([O-:20])[c:7]2[c:8]([n+:9]1[O-:35])[cH:10][c:11]1[c:15]([cH:16]2)[CH2:14][CH:13]([N:17]([CH3:18])[CH3:19])[CH2:12]1. Starting materials: P(=O)([O-])([O-])[O-].[K+].[K+].[K+] (potassium phosphate), [Cl-].[Na+] (sodium chloride), P(=O)([O-])([O-])[O-].[Na+].[Na+].[Na+] (sodium phosphate), [Cl-].[Na+] (sodium chloride). Run in O (water), O (water), O (water). The product is OP(=O)(O)[O-].OP(=O)([O-])[O-].[Na+].[Na+].[Na+].[Cl-].[Cl-].[K+].[K+] (phosphate buffered saline). As a reaction SMILES: [P:1]([O-:5])([O-:4])([O-:3])=[O:2].[K+:6].[K+].[K+].[P:9]([O-:13])([O-:12])([O-:11])=[O:10].[Na+:14].[Na+].[Na+].[Cl-:17].[Na+]>O>[OH:3][P:1]([O-:5])([OH:4])=[O:2].[OH:11][P:9]([O-:13])([O-:12])=[O:10].[Na+:14].[Na+:14].[Na+:14].[Cl-:17].[Cl-:17].[K+:6].[K+:6] |f:0.1.2.3,4.5.6.7,8.9,11.12.13.14.15.16.17.18.19|. Reported procedure: Phosphate buffered saline solution was prepared in the following manner. An 18.8 g. portion of anhydrous dibasic potassium phosphate was dissolved in 140 ml. distilled water preheated to 45° C. To this solution were added 3.3 g. monobasic sodium phosphate, and it was stirred until dissolved. Then 45 g. sodium chloride were added with stirring. After the sodium chloride was dissolved, the solution was brought to 200 ml. with distilled water. A 40 ml. portion of the above solution was then mixed w... Starting materials: CC1=CC=C(C=C1)C=1C(=CC=CC1)C(=O)NC1=CC=C(C(=O)N(C2=C(C=CC=C2)OC(C2=CC=CC=C2)=O)C)C=C1 (4-(4′-methylbiphenyl-2-carboxamido)-N-methyl-N-(2-benzoyloxyphenyl)benzamide), C([O-])([O-])=O.[K+].[K+] (potassium carbonate), C(C)OCC (diethyl ether). The solvent is C(Cl)(Cl)Cl (chloroform), CO (methanol), C(Cl)(Cl)Cl (Chloroform), CO (methanol). Run at time 8 hour. The product is CC1=CC=C(C=C1)C=1C(=CC=CC1)C(=O)NC1=CC=C(C(=O)N(C2=C(C=CC=C2)O)C)C=C1 (4-(4′-methylbiphenyl-2-carboxamido)-N-methyl-N-(2-hydroxyphenyl)benzamide). Yield: 80.7%. RXN SMILES: [CH3:1][C:2]1[CH:7]=[CH:6][C:5]([C:8]2[C:9]([C:14]([NH:16][C:17]3[CH:41]=[CH:40][C:20]([C:21]([N:23]([CH3:39])[C:24]4[CH:29]=[CH:28][CH:27]=[CH:26][C:25]=4[O:30]C(=O)C4C=CC=CC=4)=[O:22])=[CH:19][CH:18]=3)=[O:15])=[CH:10][CH:11]=[CH:12][CH:13]=2)=[CH:4][CH:3]=1.C(=O)([O-])[O-].[K+].[K+].C(OCC)C>CO.C(Cl)(Cl)Cl>[CH3:1][C:2]1[CH:3]=[CH:4][C:5]([C:8]2[C:9]([C:14]([NH:16][C:17]3[CH:18]=[CH:19][C:20]([C:21]([N:23]([CH3:39])[C:24]4[CH:29]=[CH:28][CH:27]=[CH:26][C:25]=4[OH:30])=[O:22])=[CH:40][CH:41]=3)=[O:15])=[CH:10][CH:11]=[CH:12][CH:13]=2)=[CH:6][CH:7]=1 |f:1.2.3|. Reported procedure: To a solution of 4-(4′-methylbiphenyl-2-carboxamido)-N-methyl-N-(2-benzoyloxyphenyl)benzamide (350 mg) in methanol (10 ml) was added potassium carbonate (89.5 mg) and the mixture was stirred at ambient temperature overnight. Chloroform was added to the mixture and the solution was washed with water and brine, and dried over magnesium sulfate. The solvent was evaporated in vacuo to give an oil and the oil was subjected to silica gel column (30 g, 1% methanol in chloroform) to give an oil. The oil... Reactants: CC1=NC(=C(C(=O)O)C=C1)N1N=CC=N1 (6-Methyl-2-[1,2,3]triazol-2-yl-nicotinic acid), C(C)(=O)NC=1C=CC(=C(C(=O)O)C1)Br (5-acetamido-2-bromobenzoic acid), BrC1=C(C(=O)O)C=C(C(=C1)OC)OC (2-bromo-4,5-dimethoxybenzoic acid). The product is C(C)(=O)NC=1C=CC(=C(C(=O)O)C1)N1N=CC=N1 (5-Acetylamino-2-[1,2,3]triazol-2-yl-benzoic acid). RXN SMILES: [CH3:1][C:2]1[CH:10]=[CH:9][C:5]([C:6]([OH:8])=[O:7])=[C:4]([N:11]2[N:15]=[CH:14][CH:13]=[N:12]2)N=1.[C:16]([NH:19]C1C=CC(Br)=C(C=1)C(O)=O)(=[O:18])[CH3:17].BrC1C=C(OC)C(OC)=CC=1C(O)=O>>[C:16]([NH:19][C:10]1[CH:2]=[CH:1][C:4]([N:11]2[N:15]=[CH:14][CH:13]=[N:12]2)=[C:5]([CH:9]=1)[C:6]([OH:8])=[O:7])(=[O:18])[CH3:17]. Procedure: The title compound was prepared in a manner analogous to Intermediate 70 substituting 5-acetamido-2-bromobenzoic acid for 2-bromo-4,5-dimethoxybenzoic acid. MS (ESI): mass calculated for C11H10N4O3, 246.22; m/z found 247.3 [M+H]+. 1H NMR (400 MHz, CD3OD): 8.09 (t, J=2.8 Hz, 1H), 7.92-7.86 (m, 3H), 7.66 (dd, J=8.7, 3.3 Hz, 1H), 2.17 (dd, J=2.5, 1.3 Hz, 3H).